Task: describe an organic reaction: reactants, conditions, products, and yield. Dataset: the Open Reaction Database (ORD), a public repository of structured organic reaction records Starting materials: C(Cl)(Cl)Cl.CO (chloroform methanol), N1=CN=C2N=CNC2=C1N (adenine), C([O-])([O-])=O.[K+].[K+] (potassium carbonate), O1CC1CSCCCCCCCCCCCCCCCCCC (rac-1,2-epoxy-3-octadecylthiopropane). The solvent is CN(C=O)C (dimethyl formamide). Conditions: time 20 hour. Product: OC(CN1C2=NC=NC(=C2N=C1)N)CSCCCCCCCCCCCCCCCCCC (9-[2'-Hydroxy-3'-octadecylthiopropyl]-adenine). As a reaction SMILES: [N:1]1[C:9]([NH2:10])=[C:8]2[C:4]([N:5]=[CH:6][NH:7]2)=[N:3][CH:2]=1.C(=O)([O-])[O-].[K+].[K+].[O:17]1[CH:19]([CH2:20][S:21][CH2:22][CH2:23][CH2:24][CH2:25][CH2:26][CH2:27][CH2:28][CH2:29][CH2:30][CH2:31][CH2:32][CH2:33][CH2:34][CH2:35][CH2:36][CH2:37][CH2:38][CH3:39])[CH2:18]1.C(Cl)(Cl)Cl.CO>CN(C)C=O>[OH:17][CH:19]([CH2:20][S:21][CH2:22][CH2:23][CH2:24][CH2:25][CH2:26][CH2:27][CH2:28][CH2:29][CH2:30][CH2:31][CH2:32][CH2:33][CH2:34][CH2:35][CH2:36][CH2:37][CH2:38][CH3:39])[CH2:18][N:5]1[CH:6]=[N:7][C:8]2[C:4]1=[N:3][CH:2]=[N:1][C:9]=2[NH2:10] |f:1.2.3,5.6|. Procedure details: A mixture of adenine (0.829 g, 6.10 mmol), anhydrous potassium carbonate (45 mg) and rac-1,2-epoxy-3-octadecylthiopropane (2.0 g, 5.83 mmol) in anhydrous dimethyl formamide (10 mL) is stirred at 70°-75° C. for 20 hours under a nitrogen atmosphere. The reaction mixture is filtered directly without cooling and the filtrate is concentrated under reduced pressure to afford a white residue. The residue is stirred with 95:5 (v/v) chloroform-methanol. The insoluble solid is filtered, purified by chroma... Starting materials: ClC1=NC=NC(=C1C)C (4-chloro-5,6-dimethylpyrimidine), ClC1=CC=C(N)C=C1 (p-chloroaniline). Solvent: C(C)O (ethanol). Conditions: temperature 130 celsius. The product is ClC1=CC=C(NC2=NC=NC(=C2C)C)C=C1 (4-(4-Chloroanilino)-5,6-dimethylpyrimidine). Yield: 59.9%. Reaction SMILES: Cl[C:2]1[C:7]([CH3:8])=[C:6]([CH3:9])[N:5]=[CH:4][N:3]=1.[Cl:10][C:11]1[CH:17]=[CH:16][C:14]([NH2:15])=[CH:13][CH:12]=1>C(O)C>[Cl:10][C:11]1[CH:17]=[CH:16][C:14]([NH:15][C:2]2[C:7]([CH3:8])=[C:6]([CH3:9])[N:5]=[CH:4][N:3]=2)=[CH:13][CH:12]=1. Reported procedure: To 4.3 g (0.03 mole) of 4-chloro-5,6-dimethylpyrimidine were added 3.8 g (0.03 mole) of p-chloroaniline and about 10 ml of ethanol; the mixture wasthen heated at 130° C. for about 3 minutes. The reaction mixture quickly became a solution and then the hydrochloride of the desired compound precipitated as the solution was allowed to cool. The crystals thus obtained were separated and ground to a powder and then made alkalineby the addition of a dilute aqueous solution of sodium hydroxide. The inso... Reactants: C(C)(=O)OCC (ethyl acetate), FC1=CC=C(O[C@@H](CO)C)C=C1 ((R)-2-(4-Fluorophenoxy)propan-1-ol), C1(=CC=CC=C1)P(C1=CC=CC=C1)C1=CC=CC=C1 (triphenylphosphine), CN(C=O)C (dimethylformamide), BrBr (bromine). Reaction conditions: temperature 22 celsius, time 24 hour. Product: Br[C@H](CC)OC1=CC=C(C=C1)F ((R)-1-Bromo-(4-fluorophenoxy)propane). The yield is 74.0%. RXN SMILES: [F:1][C:2]1[CH:12]=[CH:11]C(O[C@H](C)CO)=[CH:4][CH:3]=1.[C:13]1(P(C2C=CC=CC=2)C2C=CC=CC=2)[CH:18]=CC=C[CH:14]=1.[Br:32]Br.C(OCC)(=O)C.CN(C)[CH:42]=[O:43]>>[Br:32][C@@H:14]([O:43][C:42]1[CH:4]=[CH:3][C:2]([F:1])=[CH:12][CH:11]=1)[CH2:13][CH3:18]. Reported procedure: 149 g (0.875 mol) of 4 and 97.2 g (0.875 mol) of triphenylphosphine (TPP) dissolved in 300 mL of dimethylformamide (DMF) maintained under argon at 22° C., to which was added dropwise 159.8 g (0.875 mol) of bromine. The mixture was stirred for 24 hrs. 2.5 L of ethyl acetate was then added to the reaction mixture and, after stirring an additional one hour, the organic layer was washed with 4×800 mL of water, 1 L saturated NaHCO3, and 700 mL brine. The organic layer was dried over MgSO4, filtered a... Reactants: Cc1c(Br)cccc1Br, [Li]CCCC, CN(C)C=O, C1CCOC1. The product is Cc1c(Br)cccc1C=O. As a reaction SMILES: [Br:1][c:2]1[c:3]([CH3:9])[c:4]([Br:8])[cH:5][cH:6][cH:7]1.[CH3:10][CH2:11][CH2:12][CH2:13][Li:14].[O:15]=[CH:16][N:17]([CH3:18])[CH3:19].[O:20]1[CH2:21][CH2:22][CH2:23][CH2:24]1>>[c:2]1([CH:16]=[O:15])[c:3]([CH3:9])[c:4]([Br:8])[cH:5][cH:6][cH:7]1. The reactants are BrCCCBr, O=C([O-])[O-], CN(C)C=O, Oc1c(Cl)cc(OCc2ccccc2)cc1Cl, [K+], [K+], O. The product is Clc1cc(OCc2ccccc2)cc(Cl)c1OCCCBr. RXN SMILES: [Br:1][CH2:2][CH2:3][CH2:4][Br:5].[C:6](=[O:7])([O-:8])[O-:9].[CH3:30][N:31]([CH3:32])[CH:33]=[O:34].[Cl:12][c:13]1[c:14]([OH:28])[c:15]([Cl:27])[cH:16][c:17]([O:19][CH2:20][c:21]2[cH:22][cH:23][cH:24][cH:25][cH:26]2)[cH:18]1.[K+:10].[K+:11].[OH2:29]>>[Br:1][CH2:2][CH2:3][CH2:4][O:28][c:14]1[c:13]([Cl:12])[cH:18][c:17]([O:19][CH2:20][c:21]2[cH:22][cH:23][cH:24][cH:25][cH:26]2)[cH:16][c:15]1[Cl:27]. Reactants: O=C([O-])CNc1ncc(Br)nc1Br, CCN, [Na+], O, O=P(O)(O)O. The product is CCN1C(=O)CNc2ncc(Br)nc21. As a reaction SMILES: [Br:1][c:2]1[c:3]([NH:9][CH2:10][C:11](=[O:12])[O-:13])[n:4][cH:5][c:6]([Br:8])[n:7]1.[CH3:15][CH2:16][NH2:17].[Na+:14].[OH2:23].[P:18](=[O:19])([OH:20])([OH:21])[OH:22]>>[c:2]12[c:3]([n:4][cH:5][c:6]([Br:8])[n:7]1)[NH:9][CH2:10][C:11](=[O:13])[N:17]2[CH2:16][CH3:15].